describe an organic reaction: reactants, conditions, products, and yield From a dataset of the Open Reaction Database (ORD), a public repository of structured organic reaction records. The reactants are N[C@@H](C(C)C)C(=O)O (L-valine), ClC(C(=O)C(F)(F)F)(Cl)Cl (trichlorotrifluoroacetone), ice water. The solvent is CS(=O)C (dimethyl sulfoxide). Conditions: time 24 hour. The product is FC(C(=O)N[C@@H](C(C)C)C(=O)O)(F)F (N-trifluoroacetylvaline). The yield is 94.0%. RXN SMILES: [NH2:1][C@H:2]([C:6]([OH:8])=[O:7])[CH:3]([CH3:5])[CH3:4].ClC(Cl)(Cl)[C:11]([C:13]([F:16])([F:15])[F:14])=[O:12]>CS(C)=O>[F:14][C:13]([F:16])([F:15])[C:11]([NH:1][C@H:2]([C:6]([OH:8])=[O:7])[CH:3]([CH3:5])[CH3:4])=[O:12]. Procedure: A mixture of 7.4 mmol of L-valine, 10 ml of dimethyl sulfoxide and 23 mmol of sym-trichlorotrifluoroacetone was stirred at room temperature for 24 hours in a flask protected from atmospheric moisture. A complete solution was obtained within the first hour. The progress of the reaction was followed by taking samples periodically and submitting them to gas-liquid chromatographic analysis. The reaction mixture was poured into 50 ml of ice water and the resultant mixture was extracted thrice with n-... RXN SMILES: O[C:2]1[C:15]2[C:6](=[N:7][C:8]3[C:13]([N:14]=2)=[CH:12][CH:11]=[CH:10][CH:9]=3)[CH:5]=[CH:4][CH:3]=1.[CH3:16][O:17][CH2:18][CH2:19]CCBr>>[CH:12]1[C:13]2[C:8](=[N:7][C:6]3[C:15]([N:14]=2)=[CH:2][CH:3]=[CH:4][CH:5]=3)[CH:9]=[CH:10][CH:11]=1.[CH:12]1[C:13]2[C:8](=[N:7][C:6]3[C:15]([N:14]=2)=[CH:2][CH:3]=[CH:4][CH:5]=3)[CH:9]=[CH:10][CH:11]=1.[CH3:19][CH2:18][O:17][CH2:16][CH3:2] |f:3.4|. Yields the product C1=CC=CC2=NC3=CC=CC=C3N=C12 (phenazine), C1=CC=CC2=NC3=CC=CC=C3N=C12.CCOCC (phenazine ether). Procedure: Scheme 6 illustrates the synthesis of N-ethyl phenazine 1-hydroxybutyl methyl ether. The phenazine ether (21) is prepared by the alkylation of the 1-hydroxyphenazine (1) with 4-methoxybutylbromide (Aldrich Chemical Company, USA) to give phenazine derivative (21). N-ethyl phenazine (22) is prepared by reaction of compound (21) with diethyl sulfate in the presence of potassium carbonate. The reactants are N-ethyl phenazine 1-hydroxybutyl methyl ether, OC1=CC=CC2=NC3=CC=CC=C3N=C12 (1-hydroxyphenazine), COCCCCBr (4-methoxybutylbromide). Run in N1=CC=CC=C1 (pyridine). Yield: 97.6%. Yields the product COC=1C(=CC=2C(CCC(C2C1)(C)C)(C)C)C=NO (5,6,7,8-tetrahydro-3-methoxy-5,5,8,8-tetramethyl-2-naphthaldoxime). Starting materials: COC=1C(=CC=2C(CCC(C2C1)(C)C)(C)C)C=O (5,6,7,8-tetrah-ydro-3-methoxy-5,5,8,8-tetramethyl-2-naphthaldehyde), [Cl-].O[NH3+] (hydroxylammonium chloride), Cl (hydrochloric acid). As a reaction SMILES: [CH3:1][O:2][C:3]1[C:4]([CH:17]=O)=[CH:5][C:6]2[C:7]([CH3:16])([CH3:15])[CH2:8][CH2:9][C:10]([CH3:14])([CH3:13])[C:11]=2[CH:12]=1.[Cl-].[OH:20][NH3+:21].Cl>N1C=CC=CC=1>[CH3:1][O:2][C:3]1[C:4]([CH:17]=[N:21][OH:20])=[CH:5][C:6]2[C:7]([CH3:16])([CH3:15])[CH2:8][CH2:9][C:10]([CH3:14])([CH3:13])[C:11]=2[CH:12]=1 |f:1.2|. Reported procedure: 5 g (20 millimoles) of 5,6,7,8-tetrah-ydro-3-methoxy-5,5,8,8-tetramethyl-2-naphthaldehyde and 2.1 g (30 millimoles) of hydroxylammonium chloride in 32.5 ml of dry pyridine were refluxed for 2 hours. The mixture was then allowed to cool, poured onto water and acidified with concentrated hydrochloric acid, and the precipitate which had separated out was filtered off under suction and dried to give 5.1 g of 5,6,7,8-tetrahydro-3-methoxy-5,5,8,8-tetramethyl-2-naphthaldoxime of melting point 182°-183°... Reactants: FC1=C(C=CC(=C1)F)C(CN1C=NC=C1)([C@@H](C)OC1OCCCC1)O ((3R)-2-(2,4-difluorophenyl)-1-(1-imidazolyl)-3-(3,4,5,6-tetrahydro-2H-pyran-2-yloxy)-2-butanol), FC(C(=O)O)(F)F (trifluoroacetic acid). Solvent: C(C)O (ethanol). Conditions: time 10 minute. The product is FC1=C(C=CC(=C1)F)C(CN1C=NC=C1)([C@@H](C)O)O ((3R)-2-(2,4-difluorophenyl)-1-(1-imidazolyl)-2,3-butanediol). Isolated yield 131.4%. Reaction SMILES: [F:1][C:2]1[CH:7]=[C:6]([F:8])[CH:5]=[CH:4][C:3]=1[C:9]([OH:25])([C@H:16]([O:18]C1CCCCO1)[CH3:17])[CH2:10][N:11]1[CH:15]=[CH:14][N:13]=[CH:12]1.FC(F)(F)C(O)=O>C(O)C>[F:1][C:2]1[CH:7]=[C:6]([F:8])[CH:5]=[CH:4][C:3]=1[C:9]([OH:25])([C@H:16]([OH:18])[CH3:17])[CH2:10][N:11]1[CH:15]=[CH:14][N:13]=[CH:12]1. Procedure: In ethanol (8.5 ml) was dissolved (3R)-2-(2,4-difluorophenyl)-1-(1-imidazolyl)-3-(3,4,5,6-tetrahydro-2H-pyran-2-yloxy)-2-butanol (1.7 g) followed by addition of trifluoroacetic acid (8.5 ml) at 0° C. After 10 minutes, the temperature was adjusted to 20° C. and the mixture was allowed to stand for 1 hour. The reaction mixture was then concentrated under reduced pressure and the residue was subjected to silica gel chromatography (2 cm×10 cm) using methanol-methylene chloride (1:9) as the eluent. T... Starting materials: C(C)C1N=CC2=CC(=CC=C2C1)[N+](=O)[O-] (3-ethyl-7-nitro-3,4-dihydroisoquinoline), Cl.C(C)(C)O (isopropanol-HCl), Pd--C. Run in CO (methanol). The product is Cl.Cl.C(C)C1NCC2=CC(=CC=C2C1)N (3-ethyl-1,2,3,4-tetrahydroisoquinolin-7-amine dihydrochloride). As a reaction SMILES: [CH2:1]([CH:3]1[CH2:12][C:11]2[C:6](=[CH:7][C:8]([N+:13]([O-])=O)=[CH:9][CH:10]=2)[CH:5]=[N:4]1)[CH3:2].[ClH:16].C(O)(C)C>CO>[ClH:16].[ClH:16].[CH2:1]([CH:3]1[CH2:12][C:11]2[C:6](=[CH:7][C:8]([NH2:13])=[CH:9][CH:10]=2)[CH2:5][NH:4]1)[CH3:2] |f:1.2,4.5.6|. Procedure details: To a pressure bottle charged with 3-ethyl-7-nitro-3,4-dihydroisoquinoline (3.6 g, 17 mmols) dissolved in methanol (100 ml) and saturated isopropanol-HCl (20 ml) was added 10% Pd--C (250 mg), and the reaction hydrogenated for 1 h. The catalyst was removed by filtration and the solvent evaporated to yield 3-ethyl-1,2,3,4-tetrahydroisoquinolin-7-amine dihydrochloride (4.3 g). Starting materials: CCCCCCc1ccc(-c2ncc(-c3ccc(O)c(F)c3)s2)cc1, CCCCCCI, CCCCO, [K+], [OH-]. Product: CCCCCCOc1ccc(-c2cnc(-c3ccc(CCCCCC)cc3)s2)cc1F. Reaction SMILES: [CH2:1]([CH2:2][CH2:3][CH2:4][CH2:5][CH3:6])[c:7]1[cH:8][cH:9][c:10](-[c:13]2[s:14][c:15](-[c:18]3[cH:19][c:20]([F:25])[c:21]([OH:24])[cH:22][cH:23]3)[cH:16][n:17]2)[cH:11][cH:12]1.[CH2:28]([CH2:29][CH2:30][CH2:31][CH2:32][CH3:33])[I:34].[CH2:35]([OH:36])[CH2:37][CH2:38][CH3:39].[K+:27].[OH-:26]>>[CH2:1]([CH2:2][CH2:3][CH2:4][CH2:5][CH3:6])[c:7]1[cH:8][cH:9][c:10](-[c:13]2[s:14][c:15](-[c:18]3[cH:19][c:20]([F:25])[c:21]([O:24][CH2:28][CH2:29][CH2:30][CH2:31][CH2:32][CH3:33])[cH:22][cH:23]3)[cH:16][n:17]2)[cH:11][cH:12]1.